This data is from the Open Reaction Database (ORD), a public repository of structured organic reaction records. The task is: describe an organic reaction: reactants, conditions, products, and yield Starting materials: C(C)OC(CN1N=CC(=C1)SCC1=CC=C(C=C1)OC)=O ([4-(4-Methoxy-benzylsulfanyl)-pyrazol-1-yl]-acetic acid ethyl ester). Solvent: FC(C(=O)O)(F)F (trifluoroacetic acid). Conditions: temperature 70 celsius, time 8 hour. Product: C(C)OC(CN1N=CC(=C1)SSC=1C=NN(C1)CC(=O)OCC)=O ([4-(1-Ethoxycarbonylmethyl-1H-pyrazol-4-yldisulfanyl)-pyrazol-1-yl]-acetic acid ethyl ester). Reaction SMILES: [CH2:1]([O:3][C:4](=[O:21])[CH2:5][N:6]1[CH:10]=[C:9]([S:11]CC2C=CC(OC)=CC=2)[CH:8]=[N:7]1)[CH3:2]>FC(F)(F)C(O)=O>[CH2:1]([O:3][C:4](=[O:21])[CH2:5][N:6]1[CH:10]=[C:9]([S:11][S:11][C:9]2[CH:8]=[N:7][N:6]([CH2:5][C:4]([O:3][CH2:1][CH3:2])=[O:21])[CH:10]=2)[CH:8]=[N:7]1)[CH3:2]. Reported procedure: [4-(4-Methoxy-benzylsulfanyl)-pyrazol-1-yl]-acetic acid ethyl ester (1.96 g, 6.4 mmol) was dissolved in trifluoroacetic acid (20 mL) and heated to 70° C. overnight. The temperature was increased to 120° C. and the reaction stirred overnight again. The reaction mixture was concentrated, azeotroping with toluene, then purified via silica gel chromatography (0-100% EtOAc in hexanes) to yield the title compound. Reactants: CC(C)(C)c1csc(-c2cc3cc(C(=O)n4cc(C(=O)OCc5ccccc5)c5ccccc54)ccc3o2)n1, C1CCOC1. The product is CC(C)(C)c1csc(-c2cc3cc(C(=O)n4cc(C(=O)O)c5ccccc54)ccc3o2)n1. RXN SMILES: [C:1]([CH3:2])([CH3:3])([CH3:4])[c:5]1[n:6][c:7](-[c:10]2[o:11][c:12]3[c:13]([cH:14]2)[cH:15][c:16]([C:19](=[O:20])[n:21]2[cH:22][c:23]([C:30](=[O:31])[O:32][CH2:33][c:34]4[cH:35][cH:36][cH:37][cH:38][cH:39]4)[c:24]4[cH:25][cH:26][cH:27][cH:28][c:29]24)[cH:17][cH:18]3)[s:8][cH:9]1.[O:40]1[CH2:41][CH2:42][CH2:43][CH2:44]1>>[C:1]([CH3:2])([CH3:3])([CH3:4])[c:5]1[n:6][c:7](-[c:10]2[o:11][c:12]3[c:13]([cH:14]2)[cH:15][c:16]([C:19](=[O:20])[n:21]2[cH:22][c:23]([C:30](=[O:31])[OH:32])[c:24]4[cH:25][cH:26][cH:27][cH:28][c:29]24)[cH:17][cH:18]3)[s:8][cH:9]1. The reactants are OC(=O)C=C.C1(=CC=CC=C1)P(C1=CC=CC=C1)C1=CC=CC=C1 (triphenylphosphine hydroxycarbonylethylene), C(C)(=O)C1=CC=CC=C1 (acetophenone), CCOCC (ether), O (water). Solvent: CS(=O)C (dimethylsulfoxide), O1CCCC1 (tetrahydrofuran). Run at time 8 hour. Product: C1(=CC=CC=C1)C(=CCC(=O)O)C (4-phenyl-3-pentenoic acid). As a reaction SMILES: [OH:1][C:2]([CH:4]=[CH2:5])=[O:3].C1(P(C2C=CC=CC=2)C2C=CC=CC=2)C=CC=CC=1.[C:25]([C:28]1[CH:33]=[CH:32][CH:31]=[CH:30][CH:29]=1)(=O)[CH3:26].CCOCC.O>CS(C)=O.O1CCCC1>[C:28]1([C:25]([CH3:26])=[CH:5][CH2:4][C:2]([OH:1])=[O:3])[CH:33]=[CH:32][CH:31]=[CH:30][CH:29]=1 |f:0.1|. Procedure: Sodium hydride (1.70 g., 57% in oil dispersion) is washed free of oil using hexane under nitrogen, and then 7.4 g (20 mmole) of triphenylphosphine hydroxycarbonylethylene and 2.4 g (20 mmole) of acetophenone in 25 ml of dimethylsulfoxide (DMSO) and 20 ml tetrahydrofuran (THF) are added. The reaction is stirred overnight at RT and then poured into ether and water. The aqueous phase is washed (2×) with ether and then acidified with 2 N sulfuric acid followed by extraction into ether. The organic p... The reactants are P(Br)(Br)Br (phosphorous tribromide), C1(=CC=CC=C1)C=1OC=C(N1)CCOC1=CC=C(C=C1)CO (2-phenyl-4-(4-hydroxymethylphenoxy)ethyloxazole), CO (methanol). The solvent is C(Cl)Cl (methylene chloride). Run at time 2 hour. Product: C1(=CC=CC=C1)C=1OC=C(N1)CCOC1=CC=C(C=C1)CBr (2-Phenyl-4-(4-Bromomethylphenoxy)ethyloxazole). Yield: 91.1%. Reaction SMILES: [C:1]1([C:7]2[O:8][CH:9]=[C:10]([CH2:12][CH2:13][O:14][C:15]3[CH:20]=[CH:19][C:18]([CH2:21]O)=[CH:17][CH:16]=3)[N:11]=2)[CH:6]=[CH:5][CH:4]=[CH:3][CH:2]=1.P(Br)(Br)[Br:24].CO>C(Cl)Cl>[C:1]1([C:7]2[O:8][CH:9]=[C:10]([CH2:12][CH2:13][O:14][C:15]3[CH:20]=[CH:19][C:18]([CH2:21][Br:24])=[CH:17][CH:16]=3)[N:11]=2)[CH:6]=[CH:5][CH:4]=[CH:3][CH:2]=1. Reported procedure: To a suspension of 2-phenyl-4-(4-hydroxymethylphenoxy)ethyloxazole (30 g, 102 mmol) in 300 mL of methylene chloride at 5° C. under a nitrogen atmosphere was added phosphorous tribromide (10.02 mL, 107 mmol) dropwise keeping the temperature of the reaction below 20° C. The resulting solution was allowed to stir for about 2 hours at room temperature. The reaction was cooled to about 10° C. and 20 mL of methanol was added. After about 5 minutes, the solvent was removed and the solid remaining was p... Reactants: COC(=O)c1cn(Cc2ccccc2)c2ccccc12, C1CCOC1, Cl, [Na+], [OH-]. Yields the product O=C(O)c1cn(Cc2ccccc2)c2ccccc12. As a reaction SMILES: [CH2:1]([c:2]1[cH:3][cH:4][cH:5][cH:6][cH:7]1)[n:8]1[cH:9][c:10]([C:17](=[O:18])[O:19][CH3:20])[c:11]2[cH:12][cH:13][cH:14][cH:15][c:16]12.[CH2:24]1[O:25][CH2:26][CH2:27][CH2:28]1.[ClH:23].[Na+:22].[OH-:21]>>[CH2:1]([c:2]1[cH:3][cH:4][cH:5][cH:6][cH:7]1)[n:8]1[cH:9][c:10]([C:17](=[O:18])[OH:19])[c:11]2[cH:12][cH:13][cH:14][cH:15][c:16]12. Reactants: C1CCOC1, Cn1nc(C(F)(F)F)cc1NC(=O)Oc1ccccc1, COCCOc1cc2ncnc(Sc3cccc(N)c3)c2cc1OC, CCN(C(C)C)C(C)C. Yields the product COCCOc1cc2ncnc(Sc3cccc(NC(=O)Nc4cc(C(F)(F)F)nn4C)c3)c2cc1OC. As a reaction SMILES: [CH2:55]1[O:56][CH2:57][CH2:58][CH2:59]1.[CH3:1][n:2]1[n:3][c:4]([C:17]([F:18])([F:19])[F:20])[cH:5][c:6]1[NH:7][C:8]([O:9][c:10]1[cH:11][cH:12][cH:13][cH:14][cH:15]1)=[O:16].[CH3:21][O:22][c:23]1[cH:24][c:25]2[c:26]([S:38][c:39]3[cH:40][c:41]([NH2:42])[cH:43][cH:44][cH:45]3)[n:27][cH:28][n:29][c:30]2[cH:31][c:32]1[O:33][CH2:34][CH2:35][O:36][CH3:37].[CH:46]([N:47]([CH2:48][CH3:49])[CH:50]([CH3:51])[CH3:52])([CH3:53])[CH3:54]>>[CH3:1][n:2]1[n:3][c:4]([C:17]([F:18])([F:19])[F:20])[cH:5][c:6]1[NH:7][C:8](=[O:16])[NH:42][c:41]1[cH:40][c:39]([S:38][c:26]2[c:25]3[cH:24][c:23]([O:22][CH3:21])[c:32]([O:33][CH2:34][CH2:35][O:36][CH3:37])[cH:31][c:30]3[n:29][cH:28][n:27]2)[cH:45][cH:44][cH:43]1. Procedure: To ten grams of 2-amino-3-(p-chlorophenyl)-1-methylindole hydrochloride in 80 ml. of pyridine, 5.4 ml. acetic anhydride are added under stirring at 20°-25° C. After five hours the pyridine is distilled off in vacuo at 40°-45° C and the oily residue solidifies with water. The product is crystallized from methanol. Yield 7.9 g. M.p. 196°-197° C. Run in N1=CC=CC=C1 (pyridine). Product: C(C)(=O)NC=1N(C2=CC=CC=C2C1C1=CC=C(C=C1)Cl)C (2-Acetylamino-3-(p-chlorophenyl)-1-methylindole). RXN SMILES: Cl.[NH2:2][C:3]1[N:4]([CH3:19])[C:5]2[C:10]([C:11]=1[C:12]1[CH:17]=[CH:16][C:15]([Cl:18])=[CH:14][CH:13]=1)=[CH:9][CH:8]=[CH:7][CH:6]=2.[C:20](OC(=O)C)(=[O:22])[CH3:21]>N1C=CC=CC=1>[C:20]([NH:2][C:3]1[N:4]([CH3:19])[C:5]2[C:10]([C:11]=1[C:12]1[CH:17]=[CH:16][C:15]([Cl:18])=[CH:14][CH:13]=1)=[CH:9][CH:8]=[CH:7][CH:6]=2)(=[O:22])[CH3:21] |f:0.1|. Starting materials: Cl.NC=1N(C2=CC=CC=C2C1C1=CC=C(C=C1)Cl)C (2-amino-3-(p-chlorophenyl)-1-methylindole hydrochloride), C(C)(=O)OC(C)=O (acetic anhydride). The reactants are CSc1ccc(N2CCc3c(OC4CCN(C(=O)OC(C)C)CC4)ncnc32)c(F)c1, OC(C(F)(F)F)C(F)(F)F, OO. Product: CC(C)OC(=O)N1CCC(Oc2ncnc3c2CCN3c2ccc(S(C)=O)cc2F)CC1. Reaction SMILES: [F:1][c:2]1[c:3]([N:10]2[CH2:11][CH2:12][c:13]3[c:14]2[n:15][cH:16][n:17][c:18]3[O:19][CH:20]2[CH2:21][CH2:22][N:23]([C:26](=[O:27])[O:28][CH:29]([CH3:30])[CH3:31])[CH2:24][CH2:25]2)[cH:4][cH:5][c:6]([S:8][CH3:9])[cH:7]1.[F:34][C:35]([F:36])([F:37])[CH:38]([OH:39])[C:40]([F:41])([F:42])[F:43].[OH:32][OH:33]>>[F:1][c:2]1[c:3]([N:10]2[CH2:11][CH2:12][c:13]3[c:14]2[n:15][cH:16][n:17][c:18]3[O:19][CH:20]2[CH2:21][CH2:22][N:23]([C:26](=[O:27])[O:28][CH:29]([CH3:30])[CH3:31])[CH2:24][CH2:25]2)[cH:4][cH:5][c:6]([S:8]([CH3:9])=[O:32])[cH:7]1. Starting materials: [Br-], CCCCCCCC[P+](c1ccccc1)(c1ccccc1)c1ccccc1, [Li]CCCC, CCCCCC, CC(=O)Oc1c(C)c(C=O)nc2ccc(F)cc12, C1CCOC1, O. Product: CCCCCCCC=Cc1nc2ccc(F)cc2c(OC(C)=O)c1C. As a reaction SMILES: [Br-:12].[CH2:13]([CH2:14][CH2:15][CH2:16][CH2:17][CH2:18][CH2:19][CH3:20])[P+:21]([c:22]1[cH:23][cH:24][cH:25][cH:26][cH:27]1)([c:28]1[cH:29][cH:30][cH:31][cH:32][cH:33]1)[c:34]1[cH:35][cH:36][cH:37][cH:38][cH:39]1.[CH2:7]([Li:8])[CH2:9][CH2:10][CH3:11].[CH3:1][CH2:2][CH2:3][CH2:4][CH2:5][CH3:6].[CH:40](=[O:41])[c:42]1[n:43][c:44]2[cH:45][cH:46][c:47]([F:57])[cH:48][c:49]2[c:50]([O:53][C:54]([CH3:55])=[O:56])[c:51]1[CH3:52].[O:58]1[CH2:59][CH2:60][CH2:61][CH2:62]1.[OH2:63]>>[CH:13]([CH2:14][CH2:15][CH2:16][CH2:17][CH2:18][CH2:19][CH3:20])=[CH:40][c:42]1[n:43][c:44]2[cH:45][cH:46][c:47]([F:57])[cH:48][c:49]2[c:50]([O:53][C:54]([CH3:55])=[O:56])[c:51]1[CH3:52].